Dataset: the Open Reaction Database (ORD), a public repository of structured organic reaction records. Task: describe an organic reaction: reactants, conditions, products, and yield Reaction SMILES: [N+:1]([C:4]1[S:8][C:7]([CH:9]=[O:10])=[CH:6][CH:5]=1)([O-:3])=[O:2].P([O-])(O)(O)=[O:12].[Na+].Cl([O-])=O.[Na+].S([O-])([O-])(=O)=S.[Na+].[Na+]>C(#N)C.O.OO>[N+:1]([C:4]1[S:8][C:7]([C:9]([OH:12])=[O:10])=[CH:6][CH:5]=1)([O-:3])=[O:2] |f:1.2,3.4,5.6.7|. Isolated yield 339.1%. Procedure details: 5-Nitro-2-thiophenecarbaldehyde (7.86 g) was dissolved in acetonitrile (50 ml), and sodium dihydrogen phosphate (1.6 g) in water (20 ml) and 30% aqueous hydrogen peroxide (5.9 ml) were added. Furtherl sodium chlorite (8.0 g) in water (70 ml) was added dropwise under ice-cooling. The reaction mixture was stirred at room temperature for 2 hours, and then sodium thiosulfate was added to remove an excess amount of hydrogen peroxide. The mixture was alkalified with 1N sodium hydroxide and extracted w... Yields the product [N+](=O)([O-])C1=CC=C(S1)C(=O)O (5-nitro-2-thiophenecarboxylic acid). Run at time 2 hour. The reactants are P(=O)(O)(O)[O-].[Na+] (sodium dihydrogen phosphate), S(=S)(=O)([O-])[O-].[Na+].[Na+] (sodium thiosulfate), Cl(=O)[O-].[Na+] (sodium chlorite), [N+](=O)([O-])C1=CC=C(S1)C=O (5-Nitro-2-thiophenecarbaldehyde). Solvent: O (water), OO (hydrogen peroxide), O (water), C(C)#N (acetonitrile).